This data is from the Open Reaction Database (ORD), a public repository of structured organic reaction records. The task is: describe an organic reaction: reactants, conditions, products, and yield Reactants: BrC1=CC=C(C=C1)O[Si](C(C)C)(C(C)C)C(C)C (4-bromo-1-(triisopropylsilyloxy)benzene), C(C1=CC=CC=C1)OC(=O)C(CC(=O)OC)=C (methyl 3-(benzyloxycarbonyl)-3-butenoate), CC1=C(C=CC=C1)P(C2=C(C=CC=C2)C)C3=C(C=CC=C3)C (P(o-tolyl)3), CCN(C(C)C)C(C)C ((i-Pr)2NEt). Reagents/catalysts: CC(=O)[O-].CC(=O)[O-].[Pd+2] (Pd(OAc)2). Solvent: C(CC)#N (propionitrile), EtOAc hexanes. Yields the product C(C)(C)[Si](OC1=CC=C(C=C1)C=C(CC(=O)OC)C(=O)OCC1=CC=CC=C1)(C(C)C)C(C)C (methyl (±)-4-(4-triisopropylsilyloxyphenyl)-3-(benzyloxycarbonyl)-3-butenoate). Reaction SMILES: Br[C:2]1[CH:7]=[CH:6][C:5]([O:8][Si:9]([CH:16]([CH3:18])[CH3:17])([CH:13]([CH3:15])[CH3:14])[CH:10]([CH3:12])[CH3:11])=[CH:4][CH:3]=1.[CH2:19]([O:26][C:27]([C:29](=[CH2:35])[CH2:30][C:31]([O:33][CH3:34])=[O:32])=[O:28])[C:20]1[CH:25]=[CH:24][CH:23]=[CH:22][CH:21]=1.CC1C=CC=CC=1P(C1C=CC=CC=1C)C1C=CC=CC=1C.CCN(C(C)C)C(C)C>C(#N)CC.CC([O-])=O.CC([O-])=O.[Pd+2]>[CH:10]([Si:9]([CH:16]([CH3:18])[CH3:17])([CH:13]([CH3:15])[CH3:14])[O:8][C:5]1[CH:6]=[CH:7][C:2]([CH:35]=[C:29]([C:27]([O:26][CH2:19][C:20]2[CH:21]=[CH:22][CH:23]=[CH:24][CH:25]=2)=[O:28])[CH2:30][C:31]([O:33][CH3:34])=[O:32])=[CH:3][CH:4]=1)([CH3:12])[CH3:11] |f:5.6.7|. Procedure details: A solution of 4-bromo-1-(triisopropylsilyloxy)benzene (33.23 g, 100 mmole), methyl 3-(benzyloxycarbonyl)-3-butenoate (28.11 g, 120 mmole), Pd(OAc)2 (2.24 g, 10 mmole), P(o-tolyl)3 (6.09 g, 20 mmole), and (i-Pr)2NEt (34.8 mL, 200 mmole) in propionitrile (350 mL) was deoxygenated (3×evacuation/N2 purge cycles) then was heated to reflux. After 18 hr the mixture was concentrated, and the residue was chromatographed on silica gel (10% EtOAc/hexanes) to give a yellow oil. The oil was taken up in 5% Et... Starting materials: ClC1=C(C(=NC2=CC=C(C=C12)C(O)(C1=CN=NN1C)C=1C(=NC(=CC1)C)C)OC)CC1=CC=C(C=C1)C(F)(F)F ((4-chloro-2-methoxy-3-(4-(trifluoromethyl)benzyl)quinolin-6-yl)(2,6-dimethylpyridin-3-yl)(1-methyl-1H-1,2,3-triazol-5-yl)methanol), [H-].[Na+] (NaH), C(C)(=O)OC(C)=O (acetic anhydride). Run in CN(C)C=O (DMF). Conditions: time 20 minute. Yields the product C(C)(=O)OC(C1=CN=NN1C)(C=1C(=NC(=CC1)C)C)C=1C=C2C(=C(C(=NC2=CC1)OC)CC1=CC=C(C=C1)C(F)(F)F)Cl ((4-Chloro-2-methoxy-3-(4-(trifluoromethyl)benzyl)quinolin-6-yl)(2,6-dimethylpyridin-3-yl)(1-methyl-1H-1,2,3-triazol-5-yl)methyl acetate). Reaction SMILES: [Cl:1][C:2]1[C:11]2[C:6](=[CH:7][CH:8]=[C:9]([C:12]([C:20]3[C:21]([CH3:27])=[N:22][C:23]([CH3:26])=[CH:24][CH:25]=3)([C:14]3[N:18]([CH3:19])[N:17]=[N:16][CH:15]=3)[OH:13])[CH:10]=2)[N:5]=[C:4]([O:28][CH3:29])[C:3]=1[CH2:30][C:31]1[CH:36]=[CH:35][C:34]([C:37]([F:40])([F:39])[F:38])=[CH:33][CH:32]=1.[H-].[Na+].[C:43](OC(=O)C)(=[O:45])[CH3:44]>CN(C=O)C>[C:43]([O:13][C:12]([C:9]1[CH:10]=[C:11]2[C:6](=[CH:7][CH:8]=1)[N:5]=[C:4]([O:28][CH3:29])[C:3]([CH2:30][C:31]1[CH:32]=[CH:33][C:34]([C:37]([F:40])([F:38])[F:39])=[CH:35][CH:36]=1)=[C:2]2[Cl:1])([C:20]1[C:21]([CH3:27])=[N:22][C:23]([CH3:26])=[CH:24][CH:25]=1)[C:14]1[N:18]([CH3:19])[N:17]=[N:16][CH:15]=1)(=[O:45])[CH3:44] |f:1.2|. Procedure details: To a solution of (4-chloro-2-methoxy-3-(4-(trifluoromethyl)benzyl)quinolin-6-yl)(2,6-dimethylpyridin-3-yl)(1-methyl-1H-1,2,3-triazol-5-yl)methanol (544 mg, 0.960 mmol, Example 77B) in 20 mL of dry DMF at room temperature was added NaH (75 mg, 1.9 mmol, 60% in mineral oil). After stirring for 20 min, acetic anhydride (0.18 mL, 1.9 mmol) was added. The mixture was stirred for one hour and some suspension formed. After the mixture was quenched with a few drops of water, the suspension was filtered ... The reactants are Cl.CN(CCCN=C=NCC)C (1-(3-Dimethylaminopropyl)-3-ethylcarbodiimide hydrochloride), COC(=O)C1C(CCCCC1)NN(C1CCC1)CC=C (2-(N′-Allyl-N′-cyclobutyl-hydrazino)-cycloheptanecarboxylic acid methyl ester), CS(=O)(=O)NC1=CC2=C(NC(=NS2(=O)=O)CC(=O)O)C=C1 ((7-Methanesulfonylamino-1,1-dioxo-1,4-dihydro-1λ6-benzo[1,2,4]thiadiazin-3-yl)-acetic acid), CN1CCOCC1 (N-methylmorpholine), [O-]CC.[Na+] (sodium ethoxide). Run in C(C)O (ethanol), CN(C=O)C (N,N-dimethylformamide), C(C)O (ethanol). The product is C(C=C)N(N1C2C(C(=C(C1=O)C1=NS(C3=C(N1)C=CC(=C3)NS(=O)(=O)C)(=O)=O)O)CCCCC2)C2CCC2 (N-{3-[1-(allyl-cyclobutyl-amino)-4-hydroxy-2-oxo-2,4a,5,6,7,8,9,9a-octahydro-1H-cyclohepta[b]pyridin-3-yl]-1,1-dioxo-1,4-dihydro-1λ6-benzo[1,2,4]thiadiazin-7-yl}-methanesulfonamide). The yield is 31.9%. As a reaction SMILES: CO[C:3]([CH:5]1[CH2:11][CH2:10][CH2:9][CH2:8][CH2:7][CH:6]1[NH:12][N:13]([CH2:18][CH:19]=[CH2:20])[CH:14]1[CH2:17][CH2:16][CH2:15]1)=[O:4].[CH3:21][S:22]([NH:25][C:26]1[CH:41]=[CH:40][C:29]2[NH:30][C:31]([CH2:36][C:37](O)=[O:38])=[N:32][S:33](=[O:35])(=[O:34])[C:28]=2[CH:27]=1)(=[O:24])=[O:23].CN1CCOCC1.Cl.CN(C)CCCN=C=NCC.[O-]CC.[Na+]>CN(C)C=O.C(O)C>[CH2:18]([N:13]([CH:14]1[CH2:15][CH2:16][CH2:17]1)[N:12]1[C:37](=[O:38])[C:36]([C:31]2[NH:30][C:29]3[CH:40]=[CH:41][C:26]([NH:25][S:22]([CH3:21])(=[O:24])=[O:23])=[CH:27][C:28]=3[S:33](=[O:35])(=[O:34])[N:32]=2)=[C:3]([OH:4])[CH:5]2[CH2:11][CH2:10][CH2:9][CH2:8][CH2:7][CH:6]12)[CH:19]=[CH2:20] |f:3.4,5.6|. Procedure details: 2-(N′-Allyl-N′-cyclobutyl-hydrazino)-cycloheptanecarboxylic acid methyl ester (0.60 g, 2.16 mmol) was dissolved in anhydrous N,N-dimethylformamide (10 mL). (7-Methanesulfonylamino-1,1-dioxo-1,4-dihydro-1λ6-benzo[1,2,4]thiadiazin-3-yl)-acetic acid (prepared as described in Example 1j, 0.72 mg, 2.16 mmol) was added followed by N-methylmorpholine (0.50 mL, 4.54 mmol). The mixture was stirred until everything dissolved, approximately 5 min. 1-(3-Dimethylaminopropyl)-3-ethylcarbodiimide hydrochloride... Reactants: NC=1C=C(C=2NC(C3=C(N(C2N1)CC)N=CC(=C3)Br)=O)C (2-amino-8-bromo-5,11-dihydro-11-ethyl-4-methyl-6H-dipyrido[3,2-b:2′,3′-e][1,4]diazepin-6-one), [OH-].[Na+] (NaOH), C1=CC=NC=C1.F (HF-pyridine), N(=O)[O-].[Na+] (Sodium nitrite). Conditions: temperature 0 celsius, time 16 hour. Yields the product BrC1=CC2=C(N(C3=C(NC2=O)C(=CC(=N3)F)C)CC)N=C1 (8-Bromo-5,11-dihydro-11-ethyl-2-fluoro-4methyl-6H-dipyrido[3,2-b:2′,3′-e][1,4]diazepin-6-one). Yield: 83.9%. Reaction SMILES: N[C:2]1[CH:3]=[C:4]([CH3:21])[C:5]2[NH:6][C:7](=[O:20])[C:8]3[CH:18]=[C:17]([Br:19])[CH:16]=[N:15][C:9]=3[N:10]([CH2:13][CH3:14])[C:11]=2[N:12]=1.C1C=CN=CC=1.[FH:28].N([O-])=O.[Na+].[OH-].[Na+]>>[Br:19][C:17]1[CH:16]=[N:15][C:9]2[N:10]([CH2:13][CH3:14])[C:11]3[N:12]=[C:2]([F:28])[CH:3]=[C:4]([CH3:21])[C:5]=3[NH:6][C:7](=[O:20])[C:8]=2[CH:18]=1 |f:1.2,3.4,5.6|. Reported procedure: A plastic bottle was charged with 2-amino-8-bromo-5,11-dihydro-11-ethyl-4-methyl-6H-dipyrido[3,2-b:2′,3′-e][1,4]diazepin-6-one (5.10 g, 14.6 mmol). HF-pyridine (100 g) was added and the resulting suspension was cooled to 0° C. Sodium nitrite (1.12 g, 16.1 mmol) was added in several portions over 30 min to produce a purple solution. The mixture was then stirred for 16 h at room temperature. The reaction mixture was poured onto ice and 6 N NaOH. The beige suspension was extracted with EtOAc. The o... Starting materials: ClCC1=C(C=CC(=C1)SC(F)(F)F)Cl (2-chloromethyl-4-(trifluoromethylthio)chlorobenzene), C(C)(=O)[O-].[K+] (potassium acetate), CS(=O)C (dimethyl sulfoxide). The reagents and catalysts are [Cl-].C(C)[N+](CC1=CC=CC=C1)(CC)CC (triethylbenzylammonium chloride). The solvent is O (water). Run at temperature 60 celsius, time 5 hour. Yields the product ClC1=C(CO)C=C(C=C1)SC(F)(F)F (2-chloro-5-(trifluoromethylthio)benzyl alcohol). Isolated yield 77.7%. Reaction SMILES: Cl[CH2:2][C:3]1[CH:8]=[C:7]([S:9][C:10]([F:13])([F:12])[F:11])[CH:6]=[CH:5][C:4]=1[Cl:14].C([O-])(=[O:17])C.[K+].CS(C)=O>[Cl-].C([N+](CC)(CC)CC1C=CC=CC=1)C.O>[Cl:14][C:4]1[CH:5]=[CH:6][C:7]([S:9][C:10]([F:13])([F:12])[F:11])=[CH:8][C:3]=1[CH2:2][OH:17] |f:1.2,4.5|. Procedure details: A mixture of 55.7 g of crude 2-chloromethyl-4-(trifluoromethylthio)chlorobenzene, 23 g of potassium acetate, 150 ml of dimethyl sulfoxide and 10 g of triethylbenzylammonium chloride is stirred for 5 hours at 60° C. It is decomposed by pouring into water, extracted with benzene and the benzene evaporated. The oily residue is dissolved in 200 ml of ethanol, 100 ml of water and 20 ml of hydrochloric acid are added and the mixture is stirred and refluxed for 7 hours. Ethanol is distilled off, the re... The reactants are CCOC(=O)CCC(C)(C)c1ccc(F)cc1, CNOC, CC(C)[Mg+], [Cl-], Cl, C1CCOC1. Product: CON(C)C(=O)CCC(C)(C)c1ccc(F)cc1. Reaction SMILES: [CH2:1]([O:2][C:4]([CH2:5][CH2:6][C:7]([CH3:8])([CH3:9])[c:10]1[cH:11][cH:12][c:13]([F:16])[cH:14][cH:15]1)=[O:17])[CH3:3].[CH3:19][NH:20][O:21][CH3:22].[CH:24]([Mg+:25])([CH3:26])[CH3:27].[Cl-:23].[ClH:18].[O:28]1[CH2:29][CH2:30][CH2:31][CH2:32]1>>[C:4]([CH2:5][CH2:6][C:7]([CH3:8])([CH3:9])[c:10]1[cH:11][cH:12][c:13]([F:16])[cH:14][cH:15]1)(=[O:17])[N:20]([CH3:19])[O:21][CH3:22]. Conditions: temperature -1 celsius, time 1 hour. Yield: 68.8%. Procedure details: To a 500 ml flask under a nitrogen atmosphere, concentrated HCl (180 ml, 32%, 10.17 M, 1.83 moles) was charged and cooled down to −2 to 0° C. 2,5-Dichloroaniline (30 g, 185 mmoles) was added in one portion as a solid. The acidic suspension was re-cooled to −2 to 0° C. and sodium nitrite (15.3 g, 222 mmoles) dissolved in water (30 ml) was added dropwise to the acidic mixture through an addition funnel over a period of 1 hour at −2 to 0° C. The resulting mixture was kept with stirring for 1 hour a... Reactants: Cl (HCl), N(=O)[O-].[Na+] (sodium nitrite), Cl (HCl), ClC1=C(N)C=C(C=C1)Cl (2,5-Dichloroaniline), O=C1C(O)=C(O)[C@H](O1)[C@@H](O)CO (L-ascorbic acid). The product is C(C(=O)O)(=O)O.ClC1=C(C=C(C=C1)Cl)NN (2,5-dichlorophenylhydrazine oxalic acid). As a reaction SMILES: Cl.[Cl:2][C:3]1[CH:9]=[CH:8][C:7]([Cl:10])=[CH:6][C:4]=1[NH2:5].[N:11]([O-])=[O:12].[Na+].[O:15]=[C:16]1[O:22][C@H]([C@H](CO)O)C(O)=[C:17]1[OH:18]>O>[C:17]([OH:12])(=[O:18])[C:16]([OH:22])=[O:15].[Cl:2][C:3]1[CH:9]=[CH:8][C:7]([Cl:10])=[CH:6][C:4]=1[NH:5][NH2:11] |f:2.3,6.7|. Solvent: O (water), O (water).